This data is from the Open Reaction Database (ORD), a public repository of structured organic reaction records. The task is: describe an organic reaction: reactants, conditions, products, and yield Starting materials: O=C1N(Cc2ccc(Br)o2)c2ccccc2C12COc1cc3c(cc12)OCO3, CS(=O)[O-], CS(C)=O, [Cu]I, [Na+], O=C(O)C1CCCN1. Yields the product CS(=O)(=O)c1ccc(CN2C(=O)C3(COc4cc5c(cc43)OCO5)c3ccccc32)o1. RXN SMILES: [Br:1][c:2]1[cH:3][cH:4][c:5]([CH2:7][N:8]2[C:9](=[O:28])[C:10]3([CH2:11][O:12][c:13]4[c:14]3[cH:15][c:16]3[c:17]([cH:21]4)[O:18][CH2:19][O:20]3)[c:22]3[cH:23][cH:24][cH:25][cH:26][c:27]32)[o:6]1.[CH3:29][S:30](=[O:31])[O-:32].[CH3:44][S:45](=[O:46])[CH3:47].[Cu:42][I:43].[Na+:33].[OH:34][C:35]([CH:36]1[NH:37][CH2:38][CH2:39][CH2:40]1)=[O:41]>>[c:2]1([S:30]([CH3:29])(=[O:31])=[O:32])[cH:3][cH:4][c:5]([CH2:7][N:8]2[C:9](=[O:28])[C:10]3([CH2:11][O:12][c:13]4[c:14]3[cH:15][c:16]3[c:17]([cH:21]4)[O:18][CH2:19][O:20]3)[c:22]3[cH:23][cH:24][cH:25][cH:26][c:27]32)[o:6]1. The reactants are quinoxaline carboxylic acid ester, BrC=1C=C2NC(C(=NC2=CC1Br)C(=O)OCC)=O (Ethyl 6,7-dibromo-3,4-dihydro-3-oxo-2-quinoxaline carboxylate), diamine, O=C(C(=O)OCC)C(=O)OCC (diethyl ketomalonate). Solvent: C(C)O (ethanol). The product is BrC1=CC2=NC(C(N=C2C=C1Br)C(=O)OCC)=O (Ethyl 6,7-dibromo-2,3-dihydro-3-oxoquinoxaline Carboxylate). Reaction SMILES: O=C(C(OCC)=O)C(OCC)=O.[Br:13][C:14]1[CH:15]=[C:16]2[C:21](=[CH:22][C:23]=1[Br:24])[N:20]=[C:19]([C:25]([O:27][CH2:28][CH3:29])=[O:26])[C:18](=[O:30])[NH:17]2>C(O)C>[Br:13][C:14]1[C:23]([Br:24])=[CH:22][C:21]2[C:16](=[N:17][C:18](=[O:30])[CH:19]([C:25]([O:27][CH2:28][CH3:29])=[O:26])[N:20]=2)[CH:15]=1. Procedure: 4,5-Dibromo-o-phenylaminediamine was cyclized to the corresponding quinoxaline carboxylic acid ester by the procedure of Example 1 utilizing 4.1 g. of the diamine and 2.7 g. of diethyl ketomalonate in 75 ml. of anhydrous ethanol. Ethyl 6,7-dibromo-3,4-dihydro-3-oxo-2-quinoxaline carboxylate thus prepared melted at 235°-236° C. (yield=3.9 g.).